describe an organic reaction: reactants, conditions, products, and yield From a dataset of the Open Reaction Database (ORD), a public repository of structured organic reaction records. Starting materials: CCOC(=O)C (EtOAc), C(=O)([O-])[O-].[K+].[K+] (K2CO3), BrCCCCCCCCCC(=O)OC (methyl 10-bromodecanoate), C(=O)([O-])[O-].[K+].[K+] (K2CO3), C(=O)([O-])[O-].[K+].[K+] (K2CO3), BrCCCCCCCCCC(=O)OC (methyl 10-bromodecanoate), C(C)(C)(C)OC(C=1CC(C(=O)OC(C)(C)C)(C=CC1)O)=O (3-Hydroxy-isophthalic acid di-tert-butyl ester). The solvent is O (water), CC(=O)C (acetone). Reaction conditions: temperature 50 celsius. Yields the product C(C)(C)(C)OC(C1=CC(C(=O)OC(C)(C)C)=CC(=C1)OCCCCCCCCCC(=O)OC)=O (5-(9-Methoxycarbonyl-nonyloxy)-isophthalic Acid Di-tert-butyl Ester). As a reaction SMILES: [C:1]([O:5][C:6](=[O:21])[C:7]1[CH2:8][C:9](O)([CH:17]=[CH:18][CH:19]=1)[C:10]([O:12][C:13]([CH3:16])([CH3:15])[CH3:14])=[O:11])([CH3:4])([CH3:3])[CH3:2].C([O-])([O-])=[O:23].[K+].[K+].Br[CH2:29][CH2:30][CH2:31][CH2:32][CH2:33][CH2:34][CH2:35][CH2:36][CH2:37][C:38]([O:40][CH3:41])=[O:39].CCOC(C)=O>CC(C)=O.O>[C:1]([O:5][C:6](=[O:21])[C:7]1[CH:19]=[C:18]([O:23][CH2:29][CH2:30][CH2:31][CH2:32][CH2:33][CH2:34][CH2:35][CH2:36][CH2:37][C:38]([O:40][CH3:41])=[O:39])[CH:17]=[C:9]([C:10]([O:12][C:13]([CH3:16])([CH3:15])[CH3:14])=[O:11])[CH:8]=1)([CH3:4])([CH3:3])[CH3:2] |f:1.2.3|. Procedure: 3-Hydroxy-isophthalic acid di-tert-butyl ester (90 mg, 0.3 mmol) was dissolved in dry acetone (5 ml), K2CO3 (90 mg, 0.65 mmol) and methyl 10-bromodecanoate (0.075 ml, 0.3 mmol) was added. The mixture was heated to reflux. The heating caused dissolution of the K2CO3. After a while, a precipitate was formed. Reflux (50° C.) was continued over night. More K2CO3 (30 mg, 0.2 mmol) and methyl 10-bromodecanoate (0.025 ml, 0.1 mmol) was added. The mixture was refluxed at 50° C. over night. To the dry re...